This data is from the Open Reaction Database (ORD), a public repository of structured organic reaction records. The task is: describe an organic reaction: reactants, conditions, products, and yield The reactants are C(C(C)C)=O (iso-butyraldehyde), C(CCC)[Li] (n-butyl lithium), BrC=1C=NC=NC1 (5-bromopyrimidine), O (water). Run in O1CCCC1 (tetrahydrofuran), O1CCCC1 (tetrahydrofuran), O1CCCC1 (tetrahydrofuran). Run at time 16 hour. Product: CC(C(O)C=1C=NC=NC1)C (2-methyl-1-(pyrimid-5-yl)-propan-1-ol). As a reaction SMILES: C([Li])CCC.Br[C:7]1[CH:8]=[N:9][CH:10]=[N:11][CH:12]=1.[CH:13](=[O:17])[CH:14]([CH3:16])[CH3:15].O>O1CCCC1>[CH3:15][CH:14]([CH3:16])[CH:13]([C:7]1[CH:8]=[N:9][CH:10]=[N:11][CH:12]=1)[OH:17]. Procedure details: To a solution of n-butyl lithium (20 ml of 2.6 M, 52 mmol) in dry tetrahydrofuran (60 ml) at -78° C., was added a cold solution of 5-bromopyrimidine (6.36 g, 40 mmol) in dry tetrahydrofuran (30 ml) over a period of 5 minutes. After 10 minutes a cold solution of iso-butyraldehyde (2.88 g, 40 mmol) in dry tetrahydrofuran (30 ml) was added dropwise. The mixture was allowed to warm to room temperature and stirred for 16 hours. The reaction mixture was poured into water and extracted with ether (2×10... Procedure: Beginning with 0.100 gm (0.43 mMol) 5-amino-3-(1-methylpiperidin-4-yl)pyrrolo[3,2-b]pyridine and 0.103 gm (0.56 mMol) 4-nitrobenzoyl chloride, 0.058 gm (36%) of the title compound was recovered as a crystalline solid by the procedure described in Example 4. As a reaction SMILES: [NH2:1][C:2]1[N:7]=[C:6]2[C:8]([CH:11]3[CH2:16][CH2:15][N:14]([CH3:17])[CH2:13][CH2:12]3)=[CH:9][NH:10][C:5]2=[CH:4][CH:3]=1.[N+:18]([C:21]1[CH:29]=[CH:28][C:24]([C:25](Cl)=[O:26])=[CH:23][CH:22]=1)([O-:20])=[O:19]>>[N+:18]([C:21]1[CH:22]=[CH:23][C:24]([C:25]([NH:1][C:2]2[N:7]=[C:6]3[C:8]([CH:11]4[CH2:16][CH2:15][N:14]([CH3:17])[CH2:13][CH2:12]4)=[CH:9][NH:10][C:5]3=[CH:4][CH:3]=2)=[O:26])=[CH:28][CH:29]=1)([O-:20])=[O:19]. The reactants are NC1=CC=C2C(=N1)C(=CN2)C2CCN(CC2)C (5-amino-3-(1-methylpiperidin-4-yl)pyrrolo[3,2-b]pyridine), [N+](=O)([O-])C1=CC=C(C(=O)Cl)C=C1 (4-nitrobenzoyl chloride). The yield is 35.6%. Product: [N+](=O)([O-])C1=CC=C(C(=O)NC2=CC=C3C(=N2)C(=CN3)C3CCN(CC3)C)C=C1 (5-(N-[4-nitrobenzoyl]amino)-3-(1-methylpiperidin-4-yl)pyrrolo[3,2-b]pyridine). The reactants are CO, CC1CC(=O)NN=C1c1ccc(N)c([N+](=O)[O-])c1. Product: CC1CC(=O)NN=C1c1ccc(N)c(N)c1. Reaction SMILES: [CH3:19][OH:20].[NH2:1][c:2]1[c:3]([N+:16]([O-:17])=[O:18])[cH:4][c:5]([C:8]2=[N:13][NH:12][C:11](=[O:14])[CH2:10][CH:9]2[CH3:15])[cH:6][cH:7]1>>[NH2:1][c:2]1[c:3]([NH2:16])[cH:4][c:5]([C:8]2=[N:13][NH:12][C:11](=[O:14])[CH2:10][CH:9]2[CH3:15])[cH:6][cH:7]1. Reactants: BrCC[C@H]1C(NC2=C([C@](O1)(C(F)(F)F)C#CC1CC1)C=C(C=C2)Cl)=O (rel-(3S,5S)-3-(2-Bromoethyl)-7-chloro-5-cyclopropylethynyl-1,5-dihydro-5-(trifluoromethyl)-4,1-benzoxazepin-2(3H)-one), [N+](=O)([O-])C1=C(C=CC=C1)[Se]C#N (2-nitrophenylselenocyanate), [BH4-].[Na+] (sodium borohydride). The solvent is C1CCOC1 (THF), C(C)O (ethanol), C1CCOC1 (THF), C(C)O (ethanol). Reaction conditions: time 1 hour. The product is ClC=1C=CC2=C([C@](O[C@H](C(N2)=O)C=C)(C(F)(F)F)C#CC2CC2)C1 (rel-(3S,5S)-7-Chloro-5-(2-cyclopropylethynyl)-1,5-dihydro-3-ethen yl-5-(trifluoromethyl)-4,1-benzoxazepin-2(3H)-one). Yield: 61.4%. Reaction SMILES: [N+](C1C=CC=CC=1[Se]C#N)([O-])=O.[BH4-].[Na+].Br[CH2:16][CH2:17][C@@H:18]1[O:24][C@:23]([C:29]#[C:30][CH:31]2[CH2:33][CH2:32]2)([C:25]([F:28])([F:27])[F:26])[C:22]2[CH:34]=[C:35]([Cl:38])[CH:36]=[CH:37][C:21]=2[NH:20][C:19]1=[O:39]>C1COCC1.C(O)C>[Cl:38][C:35]1[CH:36]=[CH:37][C:21]2[NH:20][C:19](=[O:39])[C@H:18]([CH:17]=[CH2:16])[O:24][C@:23]([C:29]#[C:30][CH:31]3[CH2:33][CH2:32]3)([C:25]([F:26])([F:27])[F:28])[C:22]=2[CH:34]=1 |f:1.2|. Reported procedure: To a room temperature solution of 409 mg (1.8 mmol) of 2-nitrophenylselenocyanate in 5.0 mL of THF was added 16 mL of ethanol and 90 mg of sodium borohydride. After stirring 1 h, a solution of 260 mg of rel-(3S,5S)-3-(2-Bromoethyl)-7-chloro-5-cyclopropylethynyl-1,5-dihydro-5-(trifluoromethyl)-4,1-benzoxazepin-2(3H)-one in 1.5 mL of dry THF and 8 mL of ethanol was added, and the resulting mixture was stirred at ambient temperature for 2 h, at which time an additional 20 for an additional 2 h. The... Reactants: CCOC(C)=O, CCO, COC1CCc2c(Cl)ncnc21, N#Cc1ccc(N)cc1, [Na+], [OH-]. The product is COC1CCc2c(Nc3ccc(C#N)cc3)ncnc21. Reaction SMILES: [CH3:24][CH2:25][O:26][C:27](=[O:28])[CH3:29].[CH3:30][CH2:31][OH:32].[Cl:1][c:2]1[c:3]2[c:4]([n:5][cH:6][n:7]1)[CH:8]([O:11][CH3:12])[CH2:9][CH2:10]2.[NH2:13][c:14]1[cH:15][cH:16][c:17]([C:18]#[N:19])[cH:20][cH:21]1.[Na+:23].[OH-:22]>>[c:2]1([NH:13][c:14]2[cH:15][cH:16][c:17]([C:18]#[N:19])[cH:20][cH:21]2)[c:3]2[c:4]([n:5][cH:6][n:7]1)[CH:8]([O:11][CH3:12])[CH2:9][CH2:10]2. The reactants are [BH4-].[Na+] (sodium borohydride), C(C)(=O)C1=CC=C(C=C1)C=1C=CC2=C(C=C(O2)C(=O)OCC)C1 (ethyl 5-(4-acetylphenyl)benzofuran-2-carboxylate), CCOCC (ether). Solvent: C(C)O (ethanol). Run at time 2 hour. Product: OC(C)C1=CC=C(C=C1)C=1C=CC2=C(C=C(O2)C(=O)OCC)C1 (ethyl 5-(4-(1-hydroxyethyl)phenyl)-2-benzofurancarboxylate). Reaction SMILES: [BH4-].[Na+].[C:3]([C:6]1[CH:11]=[CH:10][C:9]([C:12]2[CH:13]=[CH:14][C:15]3[O:19][C:18]([C:20]([O:22][CH2:23][CH3:24])=[O:21])=[CH:17][C:16]=3[CH:25]=2)=[CH:8][CH:7]=1)(=[O:5])[CH3:4].CCOCC>C(O)C>[OH:5][CH:3]([C:6]1[CH:11]=[CH:10][C:9]([C:12]2[CH:13]=[CH:14][C:15]3[O:19][C:18]([C:20]([O:22][CH2:23][CH3:24])=[O:21])=[CH:17][C:16]=3[CH:25]=2)=[CH:8][CH:7]=1)[CH3:4] |f:0.1|. Reported procedure: 1.2 g of sodium borohydride was added in one portion to a stirred mixture of 15.0 g of 6A, 200 ml of ether and 40 ml of ethanol. The mixture was stirred at room temperature for 2 hours. The solvents were evaporated under reduced pressure. 1.6 liters of water was added to the residue and the mixture was extracted with chloroform. The extract was dried (MgSO4), filtered and the solvent was evaporated under reduced pressure. The residue was dissolved in 150 ml of chloroform. The solution was filter... Starting materials: CC(=O)O, Cn1c(C(F)(F)F)cnc(-c2cc([N+](=O)[O-])c(Cl)cc2F)c1=O, [Fe], O. Yields the product Cn1c(C(F)(F)F)cnc(-c2cc(N)c(Cl)cc2F)c1=O. As a reaction SMILES: [CH3:25][C:26](=[O:27])[OH:28].[Cl:2][c:3]1[cH:4][c:5]([F:24])[c:6](-[c:12]2[c:13](=[O:23])[n:14]([CH3:22])[c:15]([C:18]([F:19])([F:20])[F:21])[cH:16][n:17]2)[cH:7][c:8]1[N+:9]([O-:10])=[O:11].[Fe:29].[OH2:1]>>[Cl:2][c:3]1[cH:4][c:5]([F:24])[c:6](-[c:12]2[c:13](=[O:23])[n:14]([CH3:22])[c:15]([C:18]([F:19])([F:20])[F:21])[cH:16][n:17]2)[cH:7][c:8]1[NH2:9].